From a dataset of the Open Reaction Database (ORD), a public repository of structured organic reaction records. describe an organic reaction: reactants, conditions, products, and yield Starting materials: N\C(\C(CCCC(C)O)N(C(OC(C)(C)C)=O)C)=N/O (tert-butyl {1-[(Z)-amino(hydroxyimino)methyl]-5-hydroxyhexyl}methylcarbamate), COC(=O)C#CC(=O)OC (DMAD). The solvent is CO (methanol). Run at temperature -10 celsius, time 2 day. The product is N\C(\C(CCCC(C)O)N(C)C(=O)OC(C)(C)C)=N/O\C(\C(=O)OC)=C\C(=O)OC (Dimethyl (2E)-2-[({(1Z)-1-amino-2-[(tert-butoxycarbonyl)(methyl)amino]-6-hydroxyheptylidene}amino)oxy]but-2-enedioate). As a reaction SMILES: [NH2:1]/[C:2](=[N:19]\[OH:20])/[CH:3]([N:10]([CH3:18])[C:11](=[O:17])[O:12][C:13]([CH3:16])([CH3:15])[CH3:14])[CH2:4][CH2:5][CH2:6][CH:7]([OH:9])[CH3:8].[CH3:21][O:22][C:23]([C:25]#[C:26][C:27]([O:29][CH3:30])=[O:28])=[O:24]>CO>[NH2:1]/[C:2](=[N:19]\[O:20]/[C:25](=[CH:26]/[C:27]([O:29][CH3:30])=[O:28])/[C:23]([O:22][CH3:21])=[O:24])/[CH:3]([N:10]([C:11]([O:12][C:13]([CH3:14])([CH3:15])[CH3:16])=[O:17])[CH3:18])[CH2:4][CH2:5][CH2:6][CH:7]([OH:9])[CH3:8]. Procedure: The tert-butyl {1-[(Z)-amino(hydroxyimino)methyl]-5-hydroxyhexyl}methylcarbamate (161 g, overweight) was dissolved in methanol (250 mL) and cooled to −10° C. DMAD (65 mL) was added dropwise without allowing the reaction temperature to rise above −5° C. then the reaction mixture was stored in a freezer at −10° C. for 2 days. The reaction mixture was then concentrated to dryness. It was azeotropically dried twice with toluene and dried in vacuo at 30° C. to constant weight to afford the title prod... The reactants are ( II ), C1CC2=CC=CC=C2C(=O)C1 (α-Tetralone), C1CCOC1 (THF), exo-3-amino-2-hydroxybornane, C1CCOC1 (THF). Conditions: temperature 0 celsius, time 16 hour. Yields the product C1CC2=CC=CC=C2CC1O (tetralol). The yield is 97.0%. RXN SMILES: [CH2:1]1[CH2:11][C:9](=O)[C:8]2[C:3](=[CH:4][CH:5]=[CH:6][CH:7]=2)[CH2:2]1.C1C[O:15]CC1>>[CH2:1]1[CH:11]([OH:15])[CH2:9][C:8]2[C:3](=[CH:4][CH:5]=[CH:6][CH:7]=2)[CH2:2]1. Procedure: In situ Preparation of the Compound of Formula (II) wherein R1 is ##STR10## Borane methylsulfide complex (neat, ~10M, 1.4 mL, 14 mmol) was added to a solution of cis, exo-3-amino-2-hydroxybornane [J. Chem. Soc. (C) 49 1970] (169 mg, 1 mmol) in THF (70 mL) at ambient temperature and stirred for 16 hrs. α-Tetralone (2.92 g, 19.7 mmol) as a solution in THF (10 mL) was added to the preceding solution over 1 hr, stirred for 15 min after addition was completed, cooled to 0° C., and quenched with metha... Reactants: CN1CCN(c2cnc(-c3cccc(CO)c3)nc2)CC1, Cc1ccc2oc(=O)[nH]c2n1, CC(C)(C)OC(=O)N=NC(=O)OC(C)(C)C, CN(C)C=O, c1ccc(P(c2ccccc2)c2ccccc2)cc1. Yields the product Cc1ccc2oc(=O)n(Cc3cccc(-c4ncc(N5CCN(C)CC5)cn4)c3)c2n1. As a reaction SMILES: [CH3:12][N:13]1[CH2:14][CH2:15][N:16]([c:19]2[cH:20][n:21][c:22](-[c:25]3[cH:26][c:27]([CH2:31][OH:32])[cH:28][cH:29][cH:30]3)[n:23][cH:24]2)[CH2:17][CH2:18]1.[CH3:1][c:2]1[cH:3][cH:4][c:5]2[c:6]([n:7]1)[nH:8][c:9](=[O:11])[o:10]2.[N:52]([C:53]([O:54][C:55]([CH3:56])([CH3:57])[CH3:58])=[O:59])=[N:60][C:61]([O:62][C:63]([CH3:64])([CH3:65])[CH3:66])=[O:67].[O:68]=[CH:69][N:70]([CH3:71])[CH3:72].[c:33]1([P:34]([c:35]2[cH:36][cH:37][cH:38][cH:39][cH:40]2)[c:41]2[cH:42][cH:43][cH:44][cH:45][cH:46]2)[cH:47][cH:48][cH:49][cH:50][cH:51]1>>[CH3:1][c:2]1[cH:3][cH:4][c:5]2[c:6]([n:7]1)[n:8]([CH2:31][c:27]1[cH:26][c:25](-[c:22]3[n:21][cH:20][c:19]([N:16]4[CH2:15][CH2:14][N:13]([CH3:12])[CH2:18][CH2:17]4)[cH:24][n:23]3)[cH:30][cH:29][cH:28]1)[c:9](=[O:11])[o:10]2. Reactants: CC(=O)[O-], CCOC(=O)C(Cc1ccc(-c2ccccc2OC)c(C(C)=O)c1)NC(=O)c1c(Cl)cccc1Cl, CCCCO, Cl, NO, [Na+]. The product is CCOC(=O)C(Cc1ccc(-c2ccccc2OC)c(C(C)=NO)c1)NC(=O)c1c(Cl)cccc1Cl. RXN SMILES: [C:39]([O-:40])(=[O:41])[CH3:42].[CH2:1]([CH3:2])[O:3][C:4]([CH:5]([NH:6][C:7]([c:8]1[c:9]([Cl:15])[cH:10][cH:11][cH:12][c:13]1[Cl:14])=[O:16])[CH2:17][c:18]1[cH:19][c:20]([C:32]([CH3:33])=[O:34])[c:21](-[c:24]2[c:25]([O:30][CH3:31])[cH:26][cH:27][cH:28][cH:29]2)[cH:22][cH:23]1)=[O:35].[CH2:44]([OH:45])[CH2:46][CH2:47][CH3:48].[ClH:38].[NH2:36][OH:37].[Na+:43]>>[CH2:1]([CH3:2])[O:3][C:4]([CH:5]([NH:6][C:7]([c:8]1[c:9]([Cl:15])[cH:10][cH:11][cH:12][c:13]1[Cl:14])=[O:16])[CH2:17][c:18]1[cH:19][c:20]([C:32]([CH3:33])=[N:36][OH:37])[c:21](-[c:24]2[c:25]([O:30][CH3:31])[cH:26][cH:27][cH:28][cH:29]2)[cH:22][cH:23]1)=[O:35]. Reactants: [OH-].[Na+] (sodium hydroxide), C(C)OC(=O)C1=CN(C2=NC(=C(C=C2C1=O)F)SCC)C(C)(C)C (6-fluoro-7-ethylthio-(1,1-dimethylethyl)-1,4-dihydro-4-oxo-1,8-naphthyridine-3-carboxylic acid ethyl ester), Cl (hydrochloric acid). Solvent: O (water). The product is FC=1C=C2C(C(=CN(C2=NC1SCC)C(C)(C)C)C(=O)O)=O (6-FLUORO-7-ETHYLTHIO-1,4-DIHYDRO-1-(1,1-DIMETHYLETHYL)-4-OXO-1,8-NAPHTHYRIDINE-3-CARBOXYLIC ACID). Isolated yield 93.0%. RXN SMILES: C([O:3][C:4]([C:6]1[C:15](=[O:16])[C:14]2[C:9](=[N:10][C:11]([S:18][CH2:19][CH3:20])=[C:12]([F:17])[CH:13]=2)[N:8]([C:21]([CH3:24])([CH3:23])[CH3:22])[CH:7]=1)=[O:5])C.[OH-].[Na+].Cl>O>[F:17][C:12]1[CH:13]=[C:14]2[C:9](=[N:10][C:11]=1[S:18][CH2:19][CH3:20])[N:8]([C:21]([CH3:23])([CH3:24])[CH3:22])[CH:7]=[C:6]([C:4]([OH:5])=[O:3])[C:15]2=[O:16] |f:1.2|. Procedure: A suspension of 0.23 g (0.65 mmoles) of 6-fluoro-7-ethylthio-(1,1-dimethylethyl)-1,4-dihydro-4-oxo-1,8-naphthyridine-3-carboxylic acid ethyl ester in 1 mL of water was treated with 1.3 mL of 1N aqueous sodium hydroxide and the mixture was heated under reflux for 45 minutes. The resulting precipitate was acidified with 1 mL of 2N hydrochloric acid, filtered, washed with water and dried in vacuo at 50° C. to give 0.196 g of titled compound. MP 215° C. The reactants are O=C(n1ccnc1)n1ccnc1, CC(N)C(=O)OC(C)(C)C, Cl, Cl, C1CCOC1, OCCNCCC1CCCCC1, O=C(O)CC(O)(CC(=O)O)C(=O)O, c1c[nH]cn1. Yields the product CC(NC(=O)N(CCO)CCC1CCCCC1)C(=O)OC(C)(C)C. RXN SMILES: [C:12](=[O:13])([n:14]1[cH:15][cH:16][n:17][cH:18]1)[n:19]1[cH:20][cH:21][n:22][cH:23]1.[C:2]([CH3:3])([CH3:4])([CH3:5])[O:6][C:7]([CH:8]([NH2:9])[CH3:10])=[O:11].[ClH:1].[ClH:29].[O:55]1[CH2:56][CH2:57][CH2:58][CH2:59]1.[OH:30][CH2:31][CH2:32][NH:33][CH2:34][CH2:35][CH:36]1[CH2:37][CH2:38][CH2:39][CH2:40][CH2:41]1.[OH:42][C:43]([CH2:44][C:45]([C:46](=[O:47])[OH:48])([CH2:49][C:50](=[O:51])[OH:52])[OH:53])=[O:54].[nH:24]1[cH:25][cH:26][n:27][cH:28]1>>[C:2]([CH3:3])([CH3:4])([CH3:5])[O:6][C:7]([CH:8]([NH:9][C:12](=[O:13])[N:33]([CH2:32][CH2:31][OH:30])[CH2:34][CH2:35][CH:36]1[CH2:37][CH2:38][CH2:39][CH2:40][CH2:41]1)[CH3:10])=[O:11]. The reactants are ClC(Cl)(Cl)Cl, COc1ccc(C[P+](c2ccccc2)(c2ccccc2)c2ccccc2)cc1C, [Cl-], [H-], [Na+], O=Cc1sc(-c2ccc(C(F)(F)F)cc2)nc1COC1CCCCO1. Yields the product COc1ccc(C=Cc2sc(-c3ccc(C(F)(F)F)cc3)nc2COC2CCCCO2)cc1C. RXN SMILES: [C:58]([Cl:59])([Cl:60])([Cl:61])[Cl:62].[CH3:4][O:5][c:6]1[c:7]([CH3:32])[cH:8][c:9]([CH2:10][P+:11]([c:12]2[cH:13][cH:14][cH:15][cH:16][cH:17]2)([c:18]2[cH:19][cH:20][cH:21][cH:22][cH:23]2)[c:24]2[cH:25][cH:26][cH:27][cH:28][cH:29]2)[cH:30][cH:31]1.[Cl-:3].[H-:2].[Na+:1].[O:33]1[CH:34]([O:39][CH2:40][c:41]2[n:42][c:43](-[c:48]3[cH:49][cH:50][c:51]([C:54]([F:55])([F:56])[F:57])[cH:52][cH:53]3)[s:44][c:45]2[CH:46]=[O:47])[CH2:35][CH2:36][CH2:37][CH2:38]1>>[CH3:4][O:5][c:6]1[c:7]([CH3:32])[cH:8][c:9]([CH:10]=[CH:46][c:45]2[c:41]([CH2:40][O:39][CH:34]3[O:33][CH2:38][CH2:37][CH2:36][CH2:35]3)[n:42][c:43](-[c:48]3[cH:49][cH:50][c:51]([C:54]([F:55])([F:56])[F:57])[cH:52][cH:53]3)[s:44]2)[cH:30][cH:31]1. The reactants are Cl (HCl), Cl.COC(CC1=CC(=CC=C1)CN)=O ((3-aminomethyl-phenyl)-acetic acid methyl ester hydrochloride), C(C)(C)NC(C)C (diisopropylamine), N1=CC(=CC=C1)S(=O)(=O)Cl (pyridine-3-sulfonyl chloride). Run in ClCCl (dichloromethane). Reaction conditions: time 16 hour. Yields the product COC(CC1=CC(=CC=C1)CNS(=O)(=O)C=1C=NC=CC1)=O ({3-[(Pyridine-3-sulfonylamino)-methyl]-phenyl}-acetic acid methyl ester). As a reaction SMILES: Cl.[CH3:2][O:3][C:4](=[O:14])[CH2:5][C:6]1[CH:11]=[CH:10][CH:9]=[C:8]([CH2:12][NH2:13])[CH:7]=1.C(NC(C)C)(C)C.[N:22]1[CH:27]=[CH:26][CH:25]=[C:24]([S:28](Cl)(=[O:30])=[O:29])[CH:23]=1.Cl>ClCCl>[CH3:2][O:3][C:4](=[O:14])[CH2:5][C:6]1[CH:11]=[CH:10][CH:9]=[C:8]([CH2:12][NH:13][S:28]([C:24]2[CH:23]=[N:22][CH:27]=[CH:26][CH:25]=2)(=[O:30])=[O:29])[CH:7]=1 |f:0.1|. Procedure details: To a solution of (3-aminomethyl-phenyl)-acetic acid methyl ester hydrochloride (0.56 g) and diisopropylamine (2.2 mL) in 10 mL dichloromethane was added pyridine-3-sulfonyl chloride (0.601 g, 2.83 mmol) and the reaction was stirred at room temperature for 16 h. Aqueous 1N HCl was added and the solution was extracted with CH2Cl2. The organic solution was washed with saturated NaHCO3, dried over MgSO4, filtered and concentrated in vacuo to afford the title compound. Purification via flash chromato... The reactants are O1C2=C(C=CC=3C[C@@H]4[C@@H]5CC[C@@H]([C@H]1[C@@]5(C23)CCN4C)OC(CCCCC(=O)OC)=O)OCOC (4,5α-epoxy-6α-((5-methoxycarbonyl-valeryl)-oxy)-3-methoxymethoxy-17-methyl-morphinane), O (H2O), C(C)(=O)O (acetic acid). Run at temperature 100 celsius, time 6 hour. The product is C(C)(=O)OC=1C=CC=2C[C@@H]3[C@@H]4CC[C@@H]([C@H]5[C@@]4(C2C1O5)CCN3C)OC(CCCCC(=O)OC)=O (4,5α-Epoxy-6α-((5-methoxycarbonyl-valeryl)-oxy)-17-methyl-morphinan-3-ol acetate). Reaction SMILES: [O:1]1[C@@H:13]2[C@@:14]34[CH2:16][CH2:17][N:18]([CH3:19])[C@@H:8]([C@@H:9]3[CH2:10][CH2:11][C@@H:12]2[O:20][C:21](=[O:30])[CH2:22][CH2:23][CH2:24][CH2:25][C:26]([O:28][CH3:29])=[O:27])[CH2:7][C:6]2=[C:15]4[C:2]1=[C:3]([O:31][CH2:32][O:33]C)[CH:4]=[CH:5]2.O.[C:36](O)(=O)C>>[C:32]([O:31][C:3]1[CH:4]=[CH:5][C:6]2[CH2:7][C@H:8]3[N:18]([CH3:19])[CH2:17][CH2:16][C@:14]45[C:15]=2[C:2]=1[O:1][C@H:13]4[C@@H:12]([O:20][C:21](=[O:30])[CH2:22][CH2:23][CH2:24][CH2:25][C:26]([O:28][CH3:29])=[O:27])[CH2:11][CH2:10][C@@H:9]35)(=[O:33])[CH3:36]. Reported procedure: 4,5α-epoxy-6α-((5-methoxycarbonyl-valeryl)-oxy)-3-methoxymethoxy-17-methyl-morphinane (0.43 g, 0.91 mmol) was mixed with H2O (15 ml) and glacial acetic acid (15 ml) and stirred for 6 hours at 100° C. The mixture was then evaporated down at 40° C. using a Rotavapor and the residue obtained was purified by flash chromatography (60 g silical gel; CH2Cl2 /MeOH=9/1). The product was dissolved in H2O (6 ml) and glacial acetic acid (0.6 ml) and lyophilised. Yield: 0.221 g (0.45 mmol, 49.7%).